From a dataset of the Open Reaction Database (ORD), a public repository of structured organic reaction records. describe an organic reaction: reactants, conditions, products, and yield Reactants: CN(C)c1ccccc1, CC(C)NC(=O)c1ccccc1N, CC(Cl)Cl, O=P(Cl)(Cl)Cl, O=S(=O)=O. The product is CC(C)N1C(=O)c2ccccc2NS1(=O)=O. RXN SMILES: [CH3:5][N:6]([CH3:7])[c:8]1[cH:9][cH:10][cH:11][cH:12][cH:13]1.[CH:18]([CH3:19])([CH3:20])[NH:21][C:22]([c:23]1[c:24]([NH2:25])[cH:26][cH:27][cH:28][cH:29]1)=[O:30].[Cl:14][CH:15]([Cl:16])[CH3:17].[P:31]([Cl:32])([Cl:33])([Cl:34])=[O:35].[S:1](=[O:2])(=[O:3])=[O:4]>>[S:1]1(=[O:2])(=[O:4])[N:21]([CH:18]([CH3:19])[CH3:20])[C:22](=[O:30])[c:23]2[c:24]([cH:26][cH:27][cH:28][cH:29]2)[NH:25]1. The reactants are C1(=CC=CC=C1)C(C1=CC=CC=C1)OC(=O)C1=C(CS[C@H]2N1C(C2NC(\C(=N/O)\C=2N=C(SC2)N)=O)=O)\C=C/C=2N=NSC2 (Diphenylmethyl-7-[(Z)-2-(2-aminothiazol-4-yl)-2-hydroxyiminoacetamido]-3-[(Z)-2-(1,2,3-thiadiazol-4-yl)vinyl]-3-cephem-4-carboxylate), FC(C(=O)O)(F)F.C1(=CC=CC=C1)OC (trifluoroacetic acid anisole). Run in C(C)(C)OC(C)C (diisopropyl ether). Conditions: temperature 0 celsius, time 1.5 hour. Yields the product FC(C(=O)[O-])(F)F (trifluoroacetate), NC=1SC=C(N1)/C(/C(=O)NC1[C@@H]2N(C(=C(CS2)\C=C/C=2N=NSC2)C(=O)O)C1=O)=N/O (7-[(Z)-2-(2-aminothiazol-4-yl)-2-hydroxyiminoacetamido]-3-[(Z)-2-(1,2,3-thiadiazol-4-yl)vinyl]-3-cephem-4-carboxylic acid). As a reaction SMILES: C1(C([O:14][C:15]([C:17]2[N:22]3[C:23](=[O:37])[CH:24]([NH:25][C:26](=[O:36])/[C:27](/[C:30]4[N:31]=[C:32]([NH2:35])[S:33][CH:34]=4)=[N:28]\[OH:29])[C@H:21]3[S:20][CH2:19][C:18]=2/[CH:38]=[CH:39]\[C:40]2[N:41]=[N:42][S:43][CH:44]=2)=[O:16])C2C=CC=CC=2)C=CC=CC=1.[F:45][C:46]([F:51])([F:50])[C:47]([OH:49])=[O:48].C1(OC)C=CC=CC=1>C(OC(C)C)(C)C>[F:45][C:46]([F:51])([F:50])[C:47]([O-:49])=[O:48].[NH2:35][C:32]1[S:33][CH:34]=[C:30](/[C:27](=[N:28]/[OH:29])/[C:26]([NH:25][CH:24]2[C:23](=[O:37])[N:22]3[C:17]([C:15]([OH:16])=[O:14])=[C:18](/[CH:38]=[CH:39]\[C:40]4[N:41]=[N:42][S:43][CH:44]=4)[CH2:19][S:20][C@H:21]23)=[O:36])[N:31]=1 |f:1.2|. Procedure: Diphenylmethyl-7-[(Z)-2-(2-aminothiazol-4-yl)-2-hydroxyiminoacetamido]-3-[(Z)-2-(1,2,3-thiadiazol-4-yl)vinyl]-3-cephem-4-carboxylate (1.6 g, 2.6 mmol) was added to a mixed solution of trifluoroacetic acid-anisole (3 ml--3 m l) cooled to 0° C. The reaction solution was stirred at 5° C. for 1.5 hours. The reaction solution was added in diisopropyl ether (100 ml) and stirred. Precipitates were collected by filtration, cleansed with diisopropyl ether and dried thereby trifluoroacetate of 7-[(Z)-2-(2... The reactants are CCOC(=O)CBr, CCBr, CCOP(OCC)OCC. Product: CCOC(=O)CP(=O)(OCC)OCC. Reaction SMILES: [Br:11][CH2:12][C:13](=[O:14])[O:15][CH2:16][CH3:17].[Br:18][CH2:19][CH3:20].[P:1]([O:2][CH2:3][CH3:4])([O:5][CH2:6][CH3:7])[O:8][CH2:9][CH3:10]>>[P:1]([O:2][CH2:3][CH3:4])(=[O:5])([O:8][CH2:9][CH3:10])[CH2:12][C:13](=[O:14])[O:15][CH2:16][CH3:17]. Starting materials: CC(OCC)=O (EA), CO (MeOH), S1C2=C(C(=C1)CN(C([C@H](CC(NC(C1=CC=CC=C1)(C1=CC=CC=C1)C1=CC=CC=C1)=O)NC(OC)=O)=O)[C@H](C(OCC)OCC)C)C=CC=C2 (methyl (S)-1-((benzo[b]thiophen-3-ylmethyl)((S)-1,1-diethoxypropan-2-yl)amino)-1,4-dioxo-4-(tritylamino)butan-2-ylcarbamate), N1CCCCC1 (piperidine). The solvent is C(Cl)Cl (DCM), C(Cl)Cl (DCM), C(Cl)Cl (DCM). Conditions: time 1.5 hour. Product: N[C@H](C(=O)N([C@H](C(OCC)OCC)C)CC=1C2=C(SC1)C=CC=C2)CC(=O)NC(C2=CC=CC=C2)(C2=CC=CC=C2)C2=CC=CC=C2 ((S)-2-amino-N1-(benzo[b]thiophen-3-ylmethyl)-N1—((S)-1,1-diethoxypropan-2-yl)-N4-tritylsuccinamide). Yield: 86.1%. Reaction SMILES: [S:1]1[CH:5]=[C:4]([CH2:6][N:7]([C@@H:39]([CH3:47])[CH:40]([O:44][CH2:45][CH3:46])[O:41][CH2:42][CH3:43])[C:8](=[O:38])[C@@H:9]([NH:33]C(=O)OC)[CH2:10][C:11](=[O:32])[NH:12][C:13]([C:26]2[CH:31]=[CH:30][CH:29]=[CH:28][CH:27]=2)([C:20]2[CH:25]=[CH:24][CH:23]=[CH:22][CH:21]=2)[C:14]2[CH:19]=[CH:18][CH:17]=[CH:16][CH:15]=2)[C:3]2[CH:48]=[CH:49][CH:50]=[CH:51][C:2]1=2.N1CCCCC1.CC(=O)OCC.CO>C(Cl)Cl>[NH2:33][C@@H:9]([CH2:10][C:11]([NH:12][C:13]([C:14]1[CH:19]=[CH:18][CH:17]=[CH:16][CH:15]=1)([C:26]1[CH:27]=[CH:28][CH:29]=[CH:30][CH:31]=1)[C:20]1[CH:21]=[CH:22][CH:23]=[CH:24][CH:25]=1)=[O:32])[C:8]([N:7]([CH2:6][C:4]1[C:3]2[CH:48]=[CH:49][CH:50]=[CH:51][C:2]=2[S:1][CH:5]=1)[C@@H:39]([CH3:47])[CH:40]([O:41][CH2:42][CH3:43])[O:44][CH2:45][CH3:46])=[O:38]. Procedure details: 9H-Fluoren-9-yl)methyl (S)-1-((benzo[b]thiophen-3-ylmethyl)((S)-1,1-diethoxypropan-2-yl)amino)-1,4-dioxo-4-(tritylamino)butan-2-ylcarbamate (Compound III-21) 23.5 g (27 mmol) and piperidine 22.7 g (270 mmol) were added in DCM (90 ml). The mixture was stirred for 1.5 h at room temperature. The mixture was diluted with DCM (200 ml) and washed with water (150 ml×3). The solution was concentrated in vacuo. The residue was purified by column chromatography on silica gel with PE:EA=50:1 to DCM:MeOH=10...